From a dataset of the Open Reaction Database (ORD), a public repository of structured organic reaction records. describe an organic reaction: reactants, conditions, products, and yield The product is CC(C)(O)c1cc(F)c(-c2cc(C(N)=O)c(Nc3ccc4nc(C(C)(C)O)cn4n3)s2)c(F)c1. Reaction SMILES: [Cl:1][c:2]1[cH:3][cH:4][c:5]2[n:6]([n:7]1)[cH:8][c:9]([C:11]([CH3:12])([CH3:13])[OH:14])[n:10]2.[F:15][c:16]1[c:17](-[c:27]2[cH:28][c:29]([C:33](=[O:34])[NH2:35])[c:30]([NH2:32])[s:31]2)[c:18]([F:26])[cH:19][c:20]([C:22]([CH3:23])([CH3:24])[OH:25])[cH:21]1>>[c:2]1([NH:32][c:30]2[c:29]([C:33](=[O:34])[NH2:35])[cH:28][c:27](-[c:17]3[c:16]([F:15])[cH:21][c:20]([C:22]([CH3:23])([CH3:24])[OH:25])[cH:19][c:18]3[F:26])[s:31]2)[cH:3][cH:4][c:5]2[n:6]([n:7]1)[cH:8][c:9]([C:11]([CH3:12])([CH3:13])[OH:14])[n:10]2. Starting materials: CC(C)(O)c1cn2nc(Cl)ccc2n1, CC(C)(O)c1cc(F)c(-c2cc(C(N)=O)c(N)s2)c(F)c1.